Task: describe an organic reaction: reactants, conditions, products, and yield. Dataset: the Open Reaction Database (ORD), a public repository of structured organic reaction records The reactants are COc1cc(N2CCN(C)CC2)c2oc(C(=O)Nc3ccc(N4CCNCC4)cc3)cc(=O)c2c1, O=C(Cl)N1CCOCC1. Yields the product COc1cc(N2CCN(C)CC2)c2oc(C(=O)Nc3ccc(N4CCN(C(=O)N5CCOCC5)CC4)cc3)cc(=O)c2c1. As a reaction SMILES: [N:1]1([c:7]2[cH:8][cH:9][c:10]([NH:13][C:14](=[O:15])[c:16]3[o:17][c:18]4[c:19]([N:29]5[CH2:30][CH2:31][N:32]([CH3:35])[CH2:33][CH2:34]5)[cH:20][c:21]([O:27][CH3:28])[cH:22][c:23]4[c:24](=[O:26])[cH:25]3)[cH:11][cH:12]2)[CH2:2][CH2:3][NH:4][CH2:5][CH2:6]1.[O:36]1[CH2:37][CH2:38][N:39]([C:42](=[O:43])[Cl:44])[CH2:40][CH2:41]1>>[N:1]1([c:7]2[cH:8][cH:9][c:10]([NH:13][C:14](=[O:15])[c:16]3[o:17][c:18]4[c:19]([N:29]5[CH2:30][CH2:31][N:32]([CH3:35])[CH2:33][CH2:34]5)[cH:20][c:21]([O:27][CH3:28])[cH:22][c:23]4[c:24](=[O:26])[cH:25]3)[cH:11][cH:12]2)[CH2:2][CH2:3][N:4]([C:42]([N:39]2[CH2:38][CH2:37][O:36][CH2:41][CH2:40]2)=[O:43])[CH2:5][CH2:6]1. As a reaction SMILES: C12CC1CCC(C(OC)=O)C2.[O:12]1[C:16]2([CH2:21][CH2:20][C:19]([C:22](OCC)=[O:23])=[CH:18][CH2:17]2)[O:15][CH2:14][CH2:13]1>>[O:12]1[C:16]2([CH2:21][CH2:20][C:19]([CH2:22][OH:23])=[CH:18][CH2:17]2)[O:15][CH2:14][CH2:13]1. Procedure details: Following the procedure as described in Example 361 Step 2 and making non-critical variations to replace methyl bicyclo[4.1.0]heptane-3-carboxylate with ethyl 1,4-dioxaspiro[4.5]dec-7-ene-8-carboxylate, the title compound was obtained as a colourless liquid (5.0 g, 94%): 1H NMR (300 MHz, CDCl3) δ 5.62-5.57 (m, 1H), 4.04-3.91 (m, 6H), 3.47 (d, J=6.4 Hz, 1H), 2.31-2.20 (m, 4H), 1.82-1.71 (m, 4H). The reactants are C12CC(CCC2C1)C(=O)OC (methyl bicyclo[4.1.0]heptane-3-carboxylate), O1CCOC12CC=C(CC2)C(=O)OCC (ethyl 1,4-dioxaspiro[4.5]dec-7-ene-8-carboxylate). The product is O1CCOC12CC=C(CC2)CO (1,4-dioxaspiro[4.5]dec-7-en-8-ylmethanol), liquid. Yield: 94.0%. The reactants are CCOCC (ether), [C-]#N.[K+] (potassium cyanide), FC(C(F)F)(OC1=CC=C(CBr)C=C1)F (p-(1,1,2,2-tetrafluoroethoxy)benzyl bromide), 2B, alcohol. Solvent: O (water), O (water). Run at time 40 minute. Product: FC(C(F)F)(OC1=CC=C(C=C1)CC#N)F (p-(1,1,2,2-Tetrafluoroethoxy)phenylacetonitrile). Isolated yield 87.9%. RXN SMILES: [C-:1]#[N:2].[K+].[F:4][C:5]([F:18])([O:9][C:10]1[CH:17]=[CH:16][C:13]([CH2:14]Br)=[CH:12][CH:11]=1)[CH:6]([F:8])[F:7].CCOCC>O>[F:4][C:5]([F:18])([O:9][C:10]1[CH:17]=[CH:16][C:13]([CH2:14][C:1]#[N:2])=[CH:12][CH:11]=1)[CH:6]([F:8])[F:7] |f:0.1|. Procedure: Over a period of 40 minutes, a hot solution of 75.1 g (1.15 mol) of potassium cyanide in 140 ml of water is added to a mechanically stirred 75° C. solution of 160.99 g (0.561 mol) of p-(1,1,2,2-tetrafluoroethoxy)benzyl bromide and 500 ml of anhydrous 2B alcohol. The resulting mixture is refluxed for 1.75 hours. After sitting overnight the reaction mixture is poured into 500 ml of cold water and 400 ml of ether. The combined ether solutions are washed twice with 500 ml of water, dried with sodium... Reactants: C(Cl)Cl (methylene chloride), COC1=CC=C(C=C1)N1C(C(C1)=C)=O (1-(4-methoxyphenyl)3-methylene azetidine-2-one), O=[O+][O-] (ozone). Solvent: C(C)(C)O (isopropyl alcohol). The product is COC1=CC=C(C=C1)N1C(C(C1)=O)=O (1-(4-methoxyphenyl)azetidine-2,3-dione). Reaction SMILES: C(Cl)Cl.[CH3:4][O:5][C:6]1[CH:11]=[CH:10][C:9]([N:12]2[CH2:15][C:14](=C)[C:13]2=[O:17])=[CH:8][CH:7]=1.[O:18]=[O+][O-]>C(O)(C)C>[CH3:4][O:5][C:6]1[CH:11]=[CH:10][C:9]([N:12]2[CH2:15][C:14](=[O:18])[C:13]2=[O:17])=[CH:8][CH:7]=1. Reported procedure: A 100 ml quantity of methylene chloride and 7.5 ml of isopropyl alcohol were added to 20 g of 1-(4-methoxyphenyl)3-methylene azetidine-2-one 9 and dissolved with stirring. The reaction mixture was cooled to -15° C. after which an ozone gas was introduced over a period of 30 minutes. The excess ozone gas was removed using nitrogen gas and 3 ml of thiodiethanol and 6 g of thiodicresol were added, while being warmed to room temperature and then stirred for 1 hour. The reaction mixture was filtered ...